From a dataset of the Open Reaction Database (ORD), a public repository of structured organic reaction records. describe an organic reaction: reactants, conditions, products, and yield The reactants are COC1=CC(=NC=C1)CCC1=NC=2C(=NC=C(C2)I)N1 (2-[2-(4-methoxypyridin-2-yl)ethyl]-6-iodo-3H-imidazo[4,5-b]pyridine), COC1=CC(=NC=C1)CCC1=NC=2C(=NC=C(C2)I)N1 (2-[2-(4-methoxypyridin-2-yl)ethyl]-6-iodo-3H-imidazo[4,5-b]pyridine), tetrakis(triphenylphos-phine)-palladium(0), C([O-])([O-])=O.[K+].[K+] (potassium carbonate), [Cl-].[Li+] (lithium chloride), CN(S(=O)(=O)C1=CC=C(C=C1)Br)C (N,N-dimethyl4-bromobenzenesulfonamide), bis-(pinacolato)-diboron, [1,1′-bis(diphenyl-phosphino)ferrocene]palladium-dichloride, C(C)(=O)[O-].[K+] (potassium acetate). The reagents and catalysts are C1(=CC=CC=C1)P([C-]1C=CC=C1)C1=CC=CC=C1.[C-]1(C=CC=C1)P(C1=CC=CC=C1)C1=CC=CC=C1.[Fe+2] (1,1′-bis-(diphenylphosphino)-ferrocene). Solvent: O (water), O (water), O1CCOCC1 (dioxane), O1CCOCC1 (dioxane). The product is COC1=CC(=NC=C1)CCC1=NC=2C(=NC=C(C2)C2=CC=C(C=C2)S(=O)(=O)N(C)C)N1 (4-{2-[2-(4-Methoxypyridin-2-yl)ethyl]-3H-imidazo[4,5-b]pyridin-6-yl}-N,N-dimethyl-benzenesulfonamide). Isolated yield 81.6%. Reaction SMILES: [CH3:1][N:2]([CH3:13])[S:3]([C:6]1[CH:11]=[CH:10][C:9](Br)=[CH:8][CH:7]=1)(=[O:5])=[O:4].C([O-])(=O)C.[K+].[CH3:19][O:20][C:21]1[CH:26]=[CH:25][N:24]=[C:23]([CH2:27][CH2:28][C:29]2[NH:38][C:32]3=[N:33][CH:34]=[C:35](I)[CH:36]=[C:31]3[N:30]=2)[CH:22]=1.C(=O)([O-])[O-].[K+].[K+].[Cl-].[Li+]>O1CCOCC1.O.C1(P(C2C=CC=CC=2)[C-]2C=CC=C2)C=CC=CC=1.[C-]1(P(C2C=CC=CC=2)C2C=CC=CC=2)C=CC=C1.[Fe+2]>[CH3:19][O:20][C:21]1[CH:26]=[CH:25][N:24]=[C:23]([CH2:27][CH2:28][C:29]2[NH:38][C:32]3=[N:33][CH:34]=[C:35]([C:9]4[CH:10]=[CH:11][C:6]([S:3]([N:2]([CH3:13])[CH3:1])(=[O:5])=[O:4])=[CH:7][CH:8]=4)[CH:36]=[C:31]3[N:30]=2)[CH:22]=1 |f:1.2,4.5.6,7.8,11.12.13|. Procedure details: A mixture of 1.984 g of N,N-dimethyl4-bromobenzenesulfonamide, 2.1 g of bis-(pinacolato)-diboron, 0.125 g of 1,1′-bis-(diphenylphosphino)-ferrocene, 0.165 g of [1,1′-bis(diphenyl-phosphino)ferrocene]palladium-dichloride (complex with CH2Cl2), 2.21 g of potassium acetate in 50 ml of degassed dioxane are heated to reflux under N2 for 16 hours. To the resulting mixture 40 ml of degassed dioxane, 2.14 g of 2-[2-(4-methoxypyridin-2-yl)ethyl]-6-iodo-3H-imidazo[4,5-b]pyridine (starting material A1), 0.... Procedure details: The title compound is prepared from 4-cyclopropylamino-3-methyl-piperidine-1-carboxylic acid tert-butyl ester and 4-oxazol-5-yl-benzoic acid following a procedure analogous to that described in Intermediate 1. LC (method 2): tR=0.84 min; Mass spectrum (ESI+): m/z=326 [M+H]+. RXN SMILES: C(OC([N:8]1[CH2:13][CH2:12][CH:11]([NH:14][CH:15]2[CH2:17][CH2:16]2)[CH:10]([CH3:18])[CH2:9]1)=O)(C)(C)C.[O:19]1[C:23]([C:24]2[CH:32]=[CH:31][C:27]([C:28](O)=[O:29])=[CH:26][CH:25]=2)=[CH:22][N:21]=[CH:20]1.O1C2(CCN(C#N)CC2)OCC1>>[CH:15]1([N:14]([CH:11]2[CH2:12][CH2:13][NH:8][CH2:9][CH:10]2[CH3:18])[C:28](=[O:29])[C:27]2[CH:26]=[CH:25][C:24]([C:23]3[O:19][CH:20]=[N:21][CH:22]=3)=[CH:32][CH:31]=2)[CH2:16][CH2:17]1. Starting materials: C(C)(C)(C)OC(=O)N1CC(C(CC1)NC1CC1)C (4-cyclopropylamino-3-methyl-piperidine-1-carboxylic acid tert-butyl ester), O1C=NC=C1C1=CC=C(C(=O)O)C=C1 (4-oxazol-5-yl-benzoic acid), O1CCOC12CCN(CC2)C#N (1,4-Dioxa-8-aza-spiro[4.5]decane-8-carbonitrile). Yields the product C1(CC1)N(C(C1=CC=C(C=C1)C1=CN=CO1)=O)C1C(CNCC1)C (N-Cyclopropyl-N-(3-methyl-piperidin-4-yl)-4-oxazol-5-yl-benzamide). Reactants: C(C1=CC=CC=C1)OC(=O)N[C@H](C(=O)N[C@H](C(=O)OC)[C@@H](C)NCCC=1N=CNC1)CC(NC(C1=CC=C(C=C1)OC)C1=CC=C(C=C1)OC)=O (methyl (2S,3R)-2-[[(2S)-2-benzyloxycarbonylamino-3-[N-[bis(4-methoxyphenyl)methyl]carbamoyl]propionyl]amino]-3-[[2-(4-imidazolyl)ethyl]amino]butyrate), Cl (hydrochloric acid). Solvent: CO (methanol), [OH-].[Na+] (sodium hydroxide). Run at time 30 minute. Yields the product C(C1=CC=CC=C1)OC(=O)N[C@H](C(=O)N[C@H](C(=O)O)[C@@H](C)NCCC=1N=CNC1)CC(NC(C1=CC=C(C=C1)OC)C1=CC=C(C=C1)OC)=O ((2S,3R)-2-[[(2S)-2-benzyloxycarbonylamino-3-[N-[bis(4-methoxyphenyl)methyl]carbamoyl]propionyl]amino]-3-[[2-(4-imidazolyl)ethyl]amino]butyric acid). The yield is 84.5%. Reaction SMILES: [CH2:1]([O:8][C:9]([NH:11][C@@H:12]([CH2:31][C:32](=[O:51])[NH:33][CH:34]([C:43]1[CH:48]=[CH:47][C:46]([O:49][CH3:50])=[CH:45][CH:44]=1)[C:35]1[CH:40]=[CH:39][C:38]([O:41][CH3:42])=[CH:37][CH:36]=1)[C:13]([NH:15][C@@H:16]([C@H:21]([NH:23][CH2:24][CH2:25][C:26]1[N:27]=[CH:28][NH:29][CH:30]=1)[CH3:22])[C:17]([O:19]C)=[O:18])=[O:14])=[O:10])[C:2]1[CH:7]=[CH:6][CH:5]=[CH:4][CH:3]=1.Cl>CO.[OH-].[Na+]>[CH2:1]([O:8][C:9]([NH:11][C@@H:12]([CH2:31][C:32](=[O:51])[NH:33][CH:34]([C:43]1[CH:44]=[CH:45][C:46]([O:49][CH3:50])=[CH:47][CH:48]=1)[C:35]1[CH:36]=[CH:37][C:38]([O:41][CH3:42])=[CH:39][CH:40]=1)[C:13]([NH:15][C@@H:16]([C@H:21]([NH:23][CH2:24][CH2:25][C:26]1[N:27]=[CH:28][NH:29][CH:30]=1)[CH3:22])[C:17]([OH:19])=[O:18])=[O:14])=[O:10])[C:2]1[CH:7]=[CH:6][CH:5]=[CH:4][CH:3]=1 |f:3.4|. Reported procedure: A solution of methyl (2S,3R)-2-[[(2S)-2-benzyloxycarbonylamino-3-[N-[bis(4-methoxyphenyl)methyl]carbamoyl]propionyl]amino]-3-[[2-(4-imidazolyl)ethyl]amino]butyrate (1.40 g) in a mixture of methanol (50 ml) and 1N aqueous sodium hydroxide (25 ml) was stirred for 30 minutes at room temperature and the mixture was adjusted to pH 7 with 1N hydrochloric acid. The precipitate was collected by filtration to give (2S,3R)-2-[[(2S)-2-benzyloxycarbonylamino-3-[N-[bis(4-methoxyphenyl)methyl]carbamoyl]propio...